This data is from the Open Reaction Database (ORD), a public repository of structured organic reaction records. The task is: describe an organic reaction: reactants, conditions, products, and yield The reactants are [N+](=O)([O-])C=1C=C(C(=O)O)C=CC1 (m-Nitrobenzoic acid), N1CCNCC1 (piperazine), Cl.CN(CCCN=C=NCC)C (N-(3-Dimethylaminopropyl)-N′-ethylcarbodiimide hydrochloride), ON1N=NC2=C1C=CC=C2 (1-Hydroxybenzotriazole), O1CCCC1 (Tetrahydrofuran), C([O-])(O)=O.[Na+] (sodium bicarbonate). Conditions: time 8 hour. The product is CN1CCN(CC1)C(=O)C1=CC(=CC=C1)[N+](=O)[O-] ((4-Methyl-piperazin-1-yl)-(3-nitro-phenyl)-methanone). As a reaction SMILES: [N+:1]([C:4]1[CH:5]=[C:6]([CH:10]=[CH:11][CH:12]=1)[C:7]([OH:9])=O)([O-:3])=[O:2].[NH:13]1[CH2:18][CH2:17][NH:16][CH2:15][CH2:14]1.Cl.[CH3:20]N(C)CCCN=C=NCC.ON1C2C=CC=CC=2N=N1.O1CCCC1.C(=O)(O)[O-].[Na+]>>[CH3:20][N:13]1[CH2:18][CH2:17][N:16]([C:7]([C:6]2[CH:10]=[CH:11][CH:12]=[C:4]([N+:1]([O-:3])=[O:2])[CH:5]=2)=[O:9])[CH2:15][CH2:14]1 |f:2.3,6.7|. Reported procedure: m-Nitrobenzoic acid (2.00 g, 0.0120 mol), piperazine, 1-methyl- (1.44 g, 0.0144 mol), N-(3-Dimethylaminopropyl)-N′-ethylcarbodiimide hydrochloride (2.29 g, 0.0120 mol) and 1-Hydroxybenzotriazole (0.40 g, 0.0030 mol) were dissolved in Tetrahydrofuran (35 mL, 0.43 mol) and the reaction was allowed to stir overnight at room temperature. The reaction mixture was poured over saturated sodium bicarbonate, and organics were extracted with ethyl acetate/dichloromethane. Combined organics were dried over... Reactants: C=C (ethene), [Al+3].[Cl-].[Cl-].[Cl-] (AlCl3), C(CC)N(C1CC2=C(C=3C=CNC3C=C2)CC1)CCC (Dipropyl(6,7,8,9-tetrahydro-3H-benzo[e]indol-7-yl)-amine), C(CC)(=O)Cl (propionyl-chloride), [BH-](OC(=O)C)(OC(=O)C)OC(=O)C.[Na+] (NaB(OAc)3H), C1(C=2C(C(=O)O1)=CC=CC2)=O (Phthalic anhydride), O=S(Cl)Cl (SOCl2), CC(C1=CC=CC=C1)N (α-methyl-benzylamine). Solvent: C1=CC=CC=C1 (benzene), CCN(CC)CC (Et3N), CC(=O)O (HOAc), CC(=O)O (HOAc), C(Cl)Cl (CH2Cl2), ClCCCl (1,2-dichloroethane), C(Cl)Cl (CH2Cl2). Product: NC1CC2=CC3=C(C=C2CC1)N=C(S3)N(CCC)CCC (7-Amino-2-(N,N-di-n-propylamino)-thiazolo[4,5-g]tetralin). As a reaction SMILES: C([N:4]([CH2:18]CC)[CH:5]1[CH2:17][CH2:16][C:8]2[C:9]3C=C[NH:12][C:13]=3[CH:14]=[CH:15][C:7]=2[CH2:6]1)CC.C1(=O)OC(=O)C2=C[CH:28]=[CH:29][CH:30]=C12.O=[S:33](Cl)Cl.C=C.[Al+3].[Cl-].[Cl-].[Cl-].C[CH:43]([NH2:50])[C:44]1C=CC=C[CH:45]=1.[BH-](OC(C)=O)(OC(C)=O)OC(C)=O.[Na+].C(Cl)(=O)CC>C(Cl)Cl.CCN(CC)CC.ClCCCl.CC(O)=O.C1C=CC=CC=1>[NH2:12][CH:13]1[CH2:14][CH2:15][C:7]2[C:8](=[CH:16][C:17]3[S:33][C:18]([N:50]([CH2:30][CH2:29][CH3:28])[CH2:43][CH2:44][CH3:45])=[N:4][C:5]=3[CH:6]=2)[CH2:9]1 |f:4.5.6.7,9.10|. Procedure: * Synthesis is performed analogous to Hansson et al, Synthesis and Pharmacology od Dipropyl(6,7,8,9-tetrahydro-3H-benzo[e]indol-7-yl)-amine enantiomers, 9th Noordwijkerhout-Camerino Symposium, May 23-27, 1993, Noordwijkerhout, The Netherlands (poster presentation). Reagents: (a) Phthalic anhydride, HOAc, Δ; (b) SOCl2, CH2Cl2 Δ; (c) ethene, AlCl3, benzene, 0° C.; (d) α-methyl-benzylamine, NaB(OAc)3H, cat. HOAc, 1,2-dichloroethane; (e) propionyl-chloride, Et3N, CH2Cl2; (f) separation of diastereom... The reactants are COC(=O)C=1CN(CCC1)CCO\C=C(/C1=C(C=CC=C1)C)\C1=CC(=CC=C1)Cl (Z-1-(2-((2-(3-Chlorophenyl)-2-(2-methylphenyl)ethenyl)oxy)ethyl)-1,2,5,6-tetrahydro-3-pyridinecarboxylic acid methyl ester), ClCCl (Dichloromethane), [OH-].[Na+] (sodium hydroxide), Cl (hydrochloric acid). Run in C(C)O (ethanol). Run at time 3 hour. Yields the product Cl.ClC=1C=C(C=CC1)C(=COCCN1CC(=CCC1)C(=O)O)C1=C(C=CC=C1)C (1-(2-((2-(3-Chlorophenyl)-2-(2-methylphenyl)ethenyl)oxy)ethyl)-1,2,5,6-tetrahydro-3-pyridinecarboxylic acid hydrochloride). Yield: 30.0%. Reaction SMILES: C[O:2][C:3]([C:5]1[CH2:6][N:7]([CH2:11][CH2:12][O:13]/[CH:14]=[C:15](/[C:23]2[CH:28]=[CH:27][CH:26]=[C:25]([Cl:29])[CH:24]=2)\[C:16]2[CH:21]=[CH:20][CH:19]=[CH:18][C:17]=2[CH3:22])[CH2:8][CH2:9][CH:10]=1)=[O:4].[OH-].[Na+].Cl.ClCCl>C(O)C>[ClH:29].[Cl:29][C:25]1[CH:24]=[C:23]([C:15]([C:16]2[CH:21]=[CH:20][CH:19]=[CH:18][C:17]=2[CH3:22])=[CH:14][O:13][CH2:12][CH2:11][N:7]2[CH2:8][CH2:9][CH:10]=[C:5]([C:3]([OH:4])=[O:2])[CH2:6]2)[CH:28]=[CH:27][CH:26]=1 |f:1.2,6.7|. Procedure details: E or Z-1-(2-((2-(3-Chlorophenyl)-2-(2-methylphenyl)ethenyl)oxy)ethyl)-1,2,5,6-tetrahydro-3-pyridinecarboxylic acid methyl ester (0.55 g, 0.0013 mol, prepared similarly to the method described in Example 70) was dissolved in ethanol (5 ml) and 12 N sodium hydroxide solution (0.33 ml) was introduced. After stirring the solution at room temperature for 3 h, 37% hydrochloric acid solution was added until pH 1. Dichloromethane (200 ml) was introduced, and the mixture was dried (Na2SO4), filtered and ... The reactants are FC1=C(C=CC=C1)C=1N=C2N(C(NC3=C2CNCC3)=O)C1 (2-(2-fluorophenyl)-7,8,9,10-tetrahydro-imidazo[1,2-c]pyrido[3,4-e]pyrimidin-5(6H)-one), C(CCC)=O (n -butyraldehyde), C(#N)[BH3-].[Na+] (sodium cyanoborohydride), Cl (HCl). The solvent is CO (methanol), O (water). Reaction conditions: time 6 hour. The product is C(CCC)N1CC=2C=3N(C(NC2CC1)=O)C=C(N3)C3=C(C=CC=C3)F (9-n-Butyl-2-(2-fluorophenyl)-7,8,9,10-tetrahydro-imidazo[1,2-c]pyrido[3,4-e] pyrimidin-5(6H)-one). Reaction SMILES: [F:1][C:2]1[CH:7]=[CH:6][CH:5]=[CH:4][C:3]=1[C:8]1[N:9]=[C:10]2[C:15]3[CH2:16][NH:17][CH2:18][CH2:19][C:14]=3[NH:13][C:12](=[O:20])[N:11]2[CH:21]=1.[CH:22](=O)[CH2:23][CH2:24][CH3:25].C([BH3-])#N.[Na+].Cl>O.CO>[CH2:22]([N:17]1[CH2:18][CH2:19][C:14]2[NH:13][C:12](=[O:20])[N:11]3[CH:21]=[C:8]([C:3]4[CH:4]=[CH:5][CH:6]=[CH:7][C:2]=4[F:1])[N:9]=[C:10]3[C:15]=2[CH2:16]1)[CH2:23][CH2:24][CH3:25] |f:2.3|. Reported procedure: To 2-(2-fluorophenyl)-7,8,9,10-tetrahydro-imidazo[1,2-c]pyrido[3,4-e]pyrimidin-5(6H)-one (171 mg, 0.6 mmol) in pH4-5 HCL-methanol (6 mL) at room temperature was added n -butyraldehyde (53 uL, 0.6 mmol) and sodium cyanoborohydride (38 mg, 0.6 mmol). After the reaction mixture was stirred for 6 hours, concentrated HCl was added until the mixture became homogenous. The mixture was then diluted with water (5 mL) and extracted twice with ether. The aqueous layer was made alkaline with aqueous ammoniu... Starting materials: C1CCOC1, CO, Nc1c([N+](=O)[O-])cc(C(=O)O)c(F)c1Cl, C[Si](C)(C)C=[N+]=[N-]. Yields the product COC(=O)c1cc([N+](=O)[O-])c(N)c(Cl)c1F. Reaction SMILES: [CH2:23]1[O:24][CH2:25][CH2:26][CH2:27]1.[CH3:28][OH:29].[NH2:1][c:2]1[c:3]([Cl:15])[c:4]([F:14])[c:5]([C:6](=[O:7])[OH:8])[cH:9][c:10]1[N+:11](=[O:12])[O-:13].[Si:16]([CH3:17])([CH:18]=[N+:19]=[N-:20])([CH3:21])[CH3:22]>>[NH2:1][c:2]1[c:3]([Cl:15])[c:4]([F:14])[c:5]([C:6]([O:7][CH3:17])=[O:8])[cH:9][c:10]1[N+:11](=[O:12])[O-:13].